Dataset: the Open Reaction Database (ORD), a public repository of structured organic reaction records. Task: describe an organic reaction: reactants, conditions, products, and yield Starting materials: CN1C(=NC=C1C1=CC=CC=C1)N (1-methyl-5-phenyl-1H-imidazol-2-ylamine), C1(=CC=CC=C1)CCC(=O)Cl (3-phenyl-propionyl chloride). Solvent: N1=CC=CC=C1 (pyridine). Run at time 16 hour. Yields the product CN1C(=NC=C1C1=CC=CC=C1)NC(CCC1=CC=CC=C1)=O (N-(1-Methyl-5-phenyl-1H-imidazol-2-yl)-3-phenyl-propionamide). Reaction SMILES: [CH3:1][N:2]1[C:6]([C:7]2[CH:12]=[CH:11][CH:10]=[CH:9][CH:8]=2)=[CH:5][N:4]=[C:3]1[NH2:13].[C:14]1([CH2:20][CH2:21][C:22](Cl)=[O:23])[CH:19]=[CH:18][CH:17]=[CH:16][CH:15]=1>N1C=CC=CC=1>[CH3:1][N:2]1[C:6]([C:7]2[CH:12]=[CH:11][CH:10]=[CH:9][CH:8]=2)=[CH:5][N:4]=[C:3]1[NH:13][C:22](=[O:23])[CH2:21][CH2:20][C:14]1[CH:19]=[CH:18][CH:17]=[CH:16][CH:15]=1. Procedure: To a solution of 1-methyl-5-phenyl-1H-imidazol-2-amine (90c, 52.0 mg, 0.3 mmol) in pyridine (1.0 ml) was added 3-phenyl-propionyl chloride (60.7 mg, 0.36 mmol). The reaction mixture was stirred at room temperature for 16 hours, quenched with water and extracted with ethyl acetate. The organic layer was washed with brine, dried over MgSO4(s) and concentrated under reduced pressure. The residue was purified by column chromatography on silica gel to give N-(1-Methyl-5-phenyl-1H-imidazol-2-yl)-3-phe... The reactants are C([O-])([O-])=O.[K+].[K+] (potassium carbonate), N1CCOCC1 (morpholine), ClC1=NC(=NC(=N1)Cl)C1CC1 (2,4-dichloro-6-cyclopropyl-1,3,5-triazine). Run in O (water), O (water), C(Cl)(Cl)Cl (chloroform), C(Cl)(Cl)Cl (chloroform). Run at temperature 5 celsius, time 2 hour. Yields the product ClC1=NC(=NC(=N1)C1CC1)N1CCOCC1 (2-chloro-4-cyclopropyl-6-morpholino-1,3,5-triazine). Isolated yield 76.2%. RXN SMILES: [NH:1]1[CH2:6][CH2:5][O:4][CH2:3][CH2:2]1.[Cl:7][C:8]1[N:13]=[C:12](Cl)[N:11]=[C:10]([CH:15]2[CH2:17][CH2:16]2)[N:9]=1.C(=O)([O-])[O-].[K+].[K+]>C(Cl)(Cl)Cl.O>[Cl:7][C:8]1[N:9]=[C:10]([CH:15]2[CH2:17][CH2:16]2)[N:11]=[C:12]([N:1]2[CH2:6][CH2:5][O:4][CH2:3][CH2:2]2)[N:13]=1 |f:2.3.4|. Procedure: A solution of 2.61 g (0.03 mole) of morpholine in 20 ml of chloroform is added in the course of 30 minutes to a solution of 5.7 g (0.03 mole) of 2,4-dichloro-6-cyclopropyl-1,3,5-triazine in 50 ml of chloroform, cooled to between 3° and 5° C. The temperature of the mixture is allowed to return to about 10° C., then the mixture is cooled again to 5° C. and a solution of 4.14 g (0.03 mole) of potassium carbonate in 15 ml of water is added dropwise. The mixture is then stirred at room temperature fo...